From a dataset of the Open Reaction Database (ORD), a public repository of structured organic reaction records. describe an organic reaction: reactants, conditions, products, and yield Reactants: [N+](=O)([O-])C=1C=C2C(=NC1)NC(=N2)C2=CC=C(C=C2)[N+](=O)[O-] (6-Nitro-2-(4-nitrophenyl)-3H-imidazo [4,5-b]pyridine), [NH4+].[OH-] (NH4OH). The product is NC1=NC=C(C(=C1)N)[N+](=O)[O-] (2,4-Diamino-5-nitropyridine). Yield: 77.0%. As a reaction SMILES: [N+:1]([C:4]1[CH:5]=[C:6]2N=C(C3C=CC([N+]([O-])=O)=CC=3)[NH:10][C:7]2=[N:8][CH:9]=1)([O-:3])=[O:2].[NH4+:22].[OH-]>>[NH2:10][C:7]1[CH:6]=[C:5]([NH2:22])[C:4]([N+:1]([O-:3])=[O:2])=[CH:9][N:8]=1 |f:1.2|. Reported procedure: A solution of 4-amino-2-chloro-5-nitropyridine (4) (1.0 g, 5.76 mmol) in 50 ml 28% NH4OH was heated in a sealed tube at 120° C. for overnight. After cooling the reaction mixture to room temperature afforded orange red solid 5 (0.770 g, 77%). 1H NMR (DMSO-d6, 500 MHz): δ 8.66 (1H, s), 7.35 (1H, br s), 6.73 (1H, brs), 5.67 (1H, s); EIMS m/z: 155.2 (M+1), 153.2 (M−1) Reactants: O=C([O-])[O-], CO, CCOC(C)=O, [K+], [K+], C[Si](C)(C)C#Cc1ccc(NCCN2CCOCC2)nc1. Product: C#Cc1ccc(NCCN2CCOCC2)nc1. As a reaction SMILES: [C:22](=[O:23])([O-:24])[O-:25].[CH3:28][OH:29].[CH3:30][CH2:31][O:32][C:33]([CH3:34])=[O:35].[K+:26].[K+:27].[O:1]1[CH2:2][CH2:3][N:4]([CH2:7][CH2:8][NH:9][c:10]2[n:11][cH:12][c:13]([C:16]#[C:17][Si:18]([CH3:19])([CH3:20])[CH3:21])[cH:14][cH:15]2)[CH2:5][CH2:6]1>>[O:1]1[CH2:2][CH2:3][N:4]([CH2:7][CH2:8][NH:9][c:10]2[n:11][cH:12][c:13]([C:16]#[CH:17])[cH:14][cH:15]2)[CH2:5][CH2:6]1.